This data is from the Open Reaction Database (ORD), a public repository of structured organic reaction records. The task is: describe an organic reaction: reactants, conditions, products, and yield Starting materials: [N-]=[N+]=[N-].[Na+] (Sodium azide), ClCCN1C(=NC=2C(=NC=3C=CC=CC3C21)N)COCC (1-(2-chloroethyl)-2-ethoxymethyl-1H-imidazo[4,5-c]quinolin-4-amine), O (water). Solvent: CN(C=O)C (N,N-dimethylformamide). Product: N(=[N+]=[N-])CCN1C(=NC=2C(=NC=3C=CC=CC3C21)N)COCC (1-(2-azidoethyl)-2-ethoxymethyl-1H-imidazo[4,5-c]quinolin-4-amine). RXN SMILES: [N-:1]=[N+:2]=[N-:3].[Na+].Cl[CH2:6][CH2:7][N:8]1[C:20]2[C:19]3[CH:18]=[CH:17][CH:16]=[CH:15][C:14]=3[N:13]=[C:12]([NH2:21])[C:11]=2[N:10]=[C:9]1[CH2:22][O:23][CH2:24][CH3:25].O>CN(C)C=O>[N:1]([CH2:6][CH2:7][N:8]1[C:20]2[C:19]3[CH:18]=[CH:17][CH:16]=[CH:15][C:14]=3[N:13]=[C:12]([NH2:21])[C:11]=2[N:10]=[C:9]1[CH2:22][O:23][CH2:24][CH3:25])=[N+:2]=[N-:3] |f:0.1|. Reported procedure: Sodium azide (14.7 g) was added to a solution of 1-(2-chloroethyl)-2-ethoxymethyl-1H-imidazo[4,5-c]quinolin-4-amine (22.8 g prepared according to the method of Part F) in N,N-dimethylformamide (75 mL). The reaction mixture was heated at reflux for several hours and then allowed to cool to ambient temperature overnight. The reaction mixture was poured into water (100 ml) and then extracted 3 times with ethyl acetate. The extracts were combined, washed 3 times with water, dried over magnesium sulf... Reactants: C1CCOC1, COc1ccc2c(C(O)CO)coc2c1, O. Yields the product COc1ccc2c(C=O)coc2c1. RXN SMILES: [CH2:16]1[O:17][CH2:18][CH2:19][CH2:20]1.[CH3:1][O:2][c:3]1[cH:4][c:5]2[c:6]([c:7]([CH:10]([CH2:11][OH:12])[OH:13])[cH:8][o:9]2)[cH:14][cH:15]1.[OH2:21]>>[CH3:1][O:2][c:3]1[cH:4][c:5]2[c:6]([c:7]([CH:10]=[O:13])[cH:8][o:9]2)[cH:14][cH:15]1.